From a dataset of the Open Reaction Database (ORD), a public repository of structured organic reaction records. describe an organic reaction: reactants, conditions, products, and yield Reactants: C=C(C)C(=O)OCCN=C=O, Nc1cc(Cn2c(=O)oc(=O)c3ccccc32)ccn1, c1ccncc1. Product: C=C(C)C(=O)OCCNC(=O)Nc1cc(Cn2c(=O)oc(=O)c3ccccc32)ccn1. RXN SMILES: [C:21]([C:22](=[CH2:23])[CH3:24])(=[O:25])[O:26][CH2:27][CH2:28][N:29]=[C:30]=[O:31].[NH2:1][c:2]1[n:3][cH:4][cH:5][c:6]([CH2:8][n:9]2[c:10](=[O:20])[o:11][c:12](=[O:19])[c:13]3[c:14]2[cH:15][cH:16][cH:17][cH:18]3)[cH:7]1.[cH:32]1[cH:33][cH:34][n:35][cH:36][cH:37]1>>[NH:1]([c:2]1[n:3][cH:4][cH:5][c:6]([CH2:8][n:9]2[c:10](=[O:20])[o:11][c:12](=[O:19])[c:13]3[c:14]2[cH:15][cH:16][cH:17][cH:18]3)[cH:7]1)[C:30]([NH:29][CH2:28][CH2:27][O:26][C:21]([C:22](=[CH2:23])[CH3:24])=[O:25])=[O:31].